From a dataset of the Open Reaction Database (ORD), a public repository of structured organic reaction records. describe an organic reaction: reactants, conditions, products, and yield The reactants are C(C)(=O)Cl (acetyl chloride), C(C)(C)O.C(=O)=O (isopropanol dry ice), CNC(C1=C(C=CC=C1)CC1=CC=CC=C1)=O (N-Methyl-2-(phenylmethyl)benzamide), C(CCC)[Li] (n-butyllithium). Run in C1CCOC1 (THF), CCCCCC.C(C)(=O)OCC (hexane ethyl acetate). The product is CN1C(C2=CC=CC=C2C(=C1C)C1=CC=CC=C1)=O (2,3-Dimethyl-4-phenyl-2H-isoquinolin-1-one). Reaction SMILES: [CH:1](O)(C)[CH3:2].C(=O)=O.[CH3:8][NH:9][C:10](=[O:24])[C:11]1[CH:16]=[CH:15][CH:14]=[CH:13][C:12]=1[CH2:17][C:18]1[CH:23]=[CH:22][CH:21]=[CH:20][CH:19]=1.C([Li])CCC.C(Cl)(=O)C>C1COCC1.CCCCCC.C(OCC)(=O)C>[CH3:8][N:9]1[C:1]([CH3:2])=[C:17]([C:18]2[CH:23]=[CH:22][CH:21]=[CH:20][CH:19]=2)[C:12]2[C:11](=[CH:16][CH:15]=[CH:14][CH:13]=2)[C:10]1=[O:24] |f:0.1,6.7|. Procedure: To an isopropanol/dry ice cooled solution of N-Methyl-2-(phenylmethyl)benzamide (1.00 g, 4.44 mmol) in THF (20 mL) under argon was added n-butyllithium solution (2.5M, 4.44 mL, 11.1 mmol) dropwise. After 10 min. neat acetyl chloride (0.447 mL, 6.66 mmol) was slowly added to the reaction solution. The contents of the reaction flask were allowed to warm to room temperature and after 2 h the reaction was quenched with saturated ammonium chloride. The mixture was extracted with ether (3×) and then t... The product is C1(CCC1)COCCCCCCOC1=CC=C(C=C1)C=1C(=CC=CC1)C1=C(C(=C(C=C1)OCCCCCCCC)F)F (4″-[6-(Cyclobutylmethoxy)hexyloxy]-2,3-difluoro-4-octyloxyterphenyl). RXN SMILES: Br[C:2]1[CH:7]=[CH:6][C:5]([C:8]2[CH:13]=[CH:12][C:11]([O:14][CH2:15][CH2:16][CH2:17][CH2:18][CH2:19][CH2:20][O:21][CH2:22][CH:23]3[CH2:26][CH2:25][CH2:24]3)=[CH:10][CH:9]=2)=[CH:4][CH:3]=1.C(=O)([O-])[O-].[Na+].[Na+].[F:33][C:34]1[C:39]([F:40])=[C:38]([O:41][CH2:42][CH2:43][CH2:44][CH2:45][CH2:46][CH2:47][CH2:48][CH3:49])[CH:37]=[CH:36][C:35]=1B(O)O>COCCOC.[Pd].C1(P(C2C=CC=CC=2)C2C=CC=CC=2)C=CC=CC=1.C1(P(C2C=CC=CC=2)C2C=CC=CC=2)C=CC=CC=1.C1(P(C2C=CC=CC=2)C2C=CC=CC=2)C=CC=CC=1.C1(P(C2C=CC=CC=2)C2C=CC=CC=2)C=CC=CC=1>[CH:23]1([CH2:22][O:21][CH2:20][CH2:19][CH2:18][CH2:17][CH2:16][CH2:15][O:14][C:11]2[CH:12]=[CH:13][C:8]([C:5]3[C:4]([C:35]4[CH:36]=[CH:37][C:38]([O:41][CH2:42][CH2:43][CH2:44][CH2:45][CH2:46][CH2:47][CH2:48][CH3:49])=[C:39]([F:40])[C:34]=4[F:33])=[CH:3][CH:2]=[CH:7][CH:6]=3)=[CH:9][CH:10]=2)[CH2:26][CH2:25][CH2:24]1 |f:1.2.3,6.7.8.9.10|. Procedure details: 4-Bromo-4′-[6-(cyclobutylmethoxy)hexyloxy]biphenyl (0.70 g, 1.7 mmol) from step 3 and a 2M-aqueous solution of sodium carbonate (40 ml) were mixed in DME (60 ml) and with tetrakis(triphenylphosphine)-palladium(0) (0.12 g, 0.12 mmol) under dry nitrogen; to which 2,3-difluoro-4-octyloxyphenylboronic acid (prepared as described in Example 1 step 4) (0.58 g, 2.0 mmol) was added. The stirred reaction mixture was heated under reflux overnight. The product was extracted into DCM and washed with brine, ... Reagents/catalysts: [Pd].C1(=CC=CC=C1)P(C1=CC=CC=C1)C1=CC=CC=C1.C1(=CC=CC=C1)P(C1=CC=CC=C1)C1=CC=CC=C1.C1(=CC=CC=C1)P(C1=CC=CC=C1)C1=CC=CC=C1.C1(=CC=CC=C1)P(C1=CC=CC=C1)C1=CC=CC=C1 (tetrakis(triphenylphosphine)-palladium(0)). Solvent: COCCOC (DME). Starting materials: BrC1=CC=C(C=C1)C1=CC=C(C=C1)OCCCCCCOCC1CCC1 (4-Bromo-4′-[6-(cyclobutylmethoxy)hexyloxy]biphenyl), C([O-])([O-])=O.[Na+].[Na+] (sodium carbonate), FC1=C(C=CC(=C1F)OCCCCCCCC)B(O)O (2,3-difluoro-4-octyloxyphenylboronic acid). Starting materials: ClC=1C=C(COC2=CC=C(C=C2)[C@H]2C(N(C3=CC=4CC(N(CC4C=C3O2)[C@@H](CC)C2=CC=CC=C2)C(=O)O)C)=O)C=CC1Cl ((S)-3-[4-(3,4-Dichloro-benzyloxy)-phenyl]-1-methyl-2-oxo-6-((S)-1-phenyl-propyl)-2,3,5,6,7,8-hexahydro-1H-4-oxa-1,6-diaza-anthracene-7-carboxylic acid), COC([C@@](CC1=CC=C(C=C1)C1=CC=C(C=C1)C#N)(C)N)=O ((S)-2-amino-3-(4′-cyano-biphenyl-4-yl)-2-methyl-propionic acid methyl ester). Yields the product COC([C@@](CC1=CC=C(C=C1)C1=CC=C(C=C1)C#N)(C)NC(=O)C1N(CC=2C=C3O[C@H](C(N(C3=CC2C1)C)=O)C1=CC=C(C=C1)OCC1=CC(=C(C=C1)Cl)Cl)[C@@H](CC)C1=CC=CC=C1)=O ((S)-3-(4′-Cyano-biphenyl-4-yl)-2-{[(S)-3-[4-(3,4-dichloro-benzyloxy)-phenyl]-1-methyl-2-oxo-6-((S)-1-phenyl-propyl)-2,3,5,6,7,8-hexahydro-1H-4-oxa-1,6-diaza-anthracene-7-carbonyl]-amino}-2-methyl-propionic acid methyl ester). RXN SMILES: [Cl:1][C:2]1[CH:3]=[C:4]([CH:41]=[CH:42][C:43]=1[Cl:44])[CH2:5][O:6][C:7]1[CH:12]=[CH:11][C:10]([C@@H:13]2[O:26][C:25]3[C:16](=[CH:17][C:18]4[CH2:19][CH:20]([C:36](O)=[O:37])[N:21]([C@H:27]([C:30]5[CH:35]=[CH:34][CH:33]=[CH:32][CH:31]=5)[CH2:28][CH3:29])[CH2:22][C:23]=4[CH:24]=3)[N:15]([CH3:39])[C:14]2=[O:40])=[CH:9][CH:8]=1.[CH3:45][O:46][C:47](=[O:66])[C@:48]([NH2:65])([CH3:64])[CH2:49][C:50]1[CH:55]=[CH:54][C:53]([C:56]2[CH:61]=[CH:60][C:59]([C:62]#[N:63])=[CH:58][CH:57]=2)=[CH:52][CH:51]=1>>[CH3:45][O:46][C:47](=[O:66])[C@:48]([NH:65][C:36]([CH:20]1[CH2:19][C:18]2[CH:17]=[C:16]3[C:25]([O:26][C@@H:13]([C:10]4[CH:9]=[CH:8][C:7]([O:6][CH2:5][C:4]5[CH:41]=[CH:42][C:43]([Cl:44])=[C:2]([Cl:1])[CH:3]=5)=[CH:12][CH:11]=4)[C:14](=[O:40])[N:15]3[CH3:39])=[CH:24][C:23]=2[CH2:22][N:21]1[C@H:27]([C:30]1[CH:35]=[CH:34][CH:33]=[CH:32][CH:31]=1)[CH2:28][CH3:29])=[O:37])([CH3:64])[CH2:49][C:50]1[CH:55]=[CH:54][C:53]([C:56]2[CH:61]=[CH:60][C:59]([C:62]#[N:63])=[CH:58][CH:57]=2)=[CH:52][CH:51]=1. Procedure: (S)-3-[4-(3,4-Dichloro-benzyloxy)-phenyl]-1-methyl-2-oxo-6-((S)-1-phenyl-propyl)-2,3,5,6,7,8-hexahydro-1H-4-oxa-1,6-diaza-anthracene-7-carboxylic acid (31.6 mg) was coupled with (S)-2-amino-3-(4′-cyano-biphenyl-4-yl)-2-methyl-propionic acid methyl ester (14.7 mg) following general procedure 0 to provide (S)-3-(4′-Cyano-biphenyl-4-yl)-2-{[(S)-3-[4-(3,4-dichloro-benzyloxy)-phenyl]-1-methyl-2-oxo-6-((S)-1-phenyl-propyl)-2,3,5,6,7,8-hexahydro-1H-4-oxa-1,6-diaza-anthracene-7-carbonyl]-amino}-2-methyl... Starting materials: Cl.OC=1C(=NC=C(C1C=CC(=O)OCC)CO)C (ethyl 3-(3-hydroxy-5-hydroxymethyl-2-methyl-4-pyridyl)acrylate hydrochloride), Cl (hydrochloric acid). Run in [OH-].[Na+] (sodium hydroxide). Run at time 1 hour. Product: OC=1C(=NC=C(C1C=CC(=O)O)CO)C (3-(3-hydroxy-5-hydroxymethyl-2-methyl-4-pyridyl)acrylic acid). Yield: 95.9%. As a reaction SMILES: Cl.[OH:2][C:3]1[C:4]([CH3:18])=[N:5][CH:6]=[C:7]([CH2:16][OH:17])[C:8]=1[CH:9]=[CH:10][C:11]([O:13]CC)=[O:12].Cl>[OH-].[Na+]>[OH:2][C:3]1[C:4]([CH3:18])=[N:5][CH:6]=[C:7]([CH2:16][OH:17])[C:8]=1[CH:9]=[CH:10][C:11]([OH:13])=[O:12] |f:0.1,3.4|. Procedure: A mixture of 3.0 g of ethyl 3-(3-hydroxy-5-hydroxymethyl-2-methyl-4-pyridyl)acrylate hydrochloride in 15 ml of 1N aqueous sodium hydroxide solution is stirred at room temperature for 1 hour. The reaction mixture is adjusted to pH 4 with 10% hydrochloric acid, and the resulting precipitate is collected to give 2.2 g of 3-(3-hydroxy-5-hydroxymethyl-2-methyl-4-pyridyl)acrylic acid. The reactants are O1CCC1 (oxetane), C1(CCCCC1)C1(COC1)CO (3-cyclohexyl-3-hydroxymethyloxetane), BrC(CBr)C1=CC=C(C(=O)Cl)C=C1 (4-(1,2-dibromoethyl)benzoyl chloride). The product is C1(CCCCC1)C12COC(OC1)(OC2)C2=CC=C(C=C2)C#C (4-cyclohexyl-1-(4-ethynylphenyl)-2,6,7-trioxabicyclo[2.2.2]octane). Reaction SMILES: O1CCC1.[CH:5]1([C:11]2([CH2:15][OH:16])[CH2:14][O:13][CH2:12]2)[CH2:10][CH2:9][CH2:8][CH2:7][CH2:6]1.Br[CH:18]([C:21]1[CH:29]=[CH:28][C:24]([C:25](Cl)=[O:26])=[CH:23][CH:22]=1)[CH2:19]Br>>[CH:5]1([C:11]23[CH2:12][O:13][C:25]([C:24]4[CH:28]=[CH:29][C:21]([C:18]#[CH:19])=[CH:22][CH:23]=4)([O:16][CH2:15]2)[O:26][CH2:14]3)[CH2:10][CH2:9][CH2:8][CH2:7][CH2:6]1. Procedure details: Utilizing Procedure 2, 4-cyclohexyl-1-(4-ethynylphenyl)-2,6,7-trioxabicyclo[2.2.2]octane was prepared from its respective oxetane. The 3-cyclohexyl-3-hydroxymethyloxetane was reacted with 4-(1,2-dibromoethyl)benzoyl chloride by the method of Procedure 2. The resulting product was characterized by NMR (300 MHz, CDCl3): δ 1.0-1.4 and 1.6-2.0 (11H, m, cyclohexyl CH2), 3.9-4.1 (2H, m, CH2Br), 4.4 (2H, s, CH2O), 4.55 (4H, d of d, CH2OCH2), 5.1 (1H, d of d, ArCHBr), 7.45 (2H, d, aromatic), 8.1 (2H, d,...